This data is from the Open Reaction Database (ORD), a public repository of structured organic reaction records. The task is: describe an organic reaction: reactants, conditions, products, and yield The reactants are ClCC(C(=O)Cl)(C)C (3-chloropivaloyl chloride), NC(CO)(C)C (2-amino-2-methyl-1-propanol), ( 1 ), ( 20 ). The solvent is C(Cl)(Cl)Cl (CHCl3), C(Cl)(Cl)Cl (CHCl3). Reaction conditions: time 8 hour. Yields the product CC(CCl)(C)C=1OCC(N1)(C)C (2-(1,1-dimethyl-2-chloroethyl)-4,4-dimethyl-2-oxazoline), OCC(C)(C)NC(C(CCl)(C)C)=O (N-(2-hydroxy-1,1-dimethylethyl)-3-chloropivalamide). RXN SMILES: [Cl:1][CH2:2][C:3]([CH3:8])([CH3:7])[C:4](Cl)=[O:5].[NH2:9][C:10]([CH3:14])([CH3:13])[CH2:11][OH:12]>C(Cl)(Cl)Cl>[CH3:7][C:3]([C:4]1[O:5][CH2:11][C:10]([CH3:14])([CH3:13])[N:9]=1)([CH3:8])[CH2:2][Cl:1].[OH:12][CH2:11][C:10]([NH:9][C:4](=[O:5])[C:3]([CH3:8])([CH3:7])[CH2:2][Cl:1])([CH3:14])[CH3:13]. Procedure details: 2-(1,1-dimethyl-2-chloroethyl)-4,4-dimethyl-2-oxazoline was prepared as follows. Initially, N-(2-hydroxy-1,1-dimethylethyl)-3-chloropivalamide was prepared by adding dropwise, at room temperature, a solution of 3-chloropivaloyl chloride (1.0 eq., 56 g, 0.36 mol) in CHCl3 (100 mL) to a stirred mixture of 2-amino-2-methyl-1-propanol (2.0 eq., 64.4 g, 0.72 mol) in CHCl3 (300 mL) over a period of one (1) hour. This mixture was allowed to auto-reflux for twenty (20) minutes and was then stirred overn... Reactants: ClC1=CC=C(N=N1)C(=O)N1CCN(CC1)C1=NC=C(C=C1C)C1CC1 ((6-chloropyridazin-3-yl)[4-(5-cyclopropyl-3-methylpyridin-2-yl)piperazin-1-yl]methanone), C[C@H]1NC(OC1)=O ((R)-4-methyloxazolidin-2-one). Product: C1(CC1)C=1C=C(C(=NC1)N1CCN(CC1)C(=O)C1=CC=C(N=N1)N1C(OC[C@H]1C)=O)C ((R)-3-{6-[4-(5-cyclopropyl-3-methylpyridin-2-yl)piperazine-1-carbonyl]pyridazin-3-yl}-4-methyloxazolidin-2-one). The yield is 45.9%. Reaction SMILES: Cl[C:2]1[N:7]=[N:6][C:5]([C:8]([N:10]2[CH2:15][CH2:14][N:13]([C:16]3[C:21]([CH3:22])=[CH:20][C:19]([CH:23]4[CH2:25][CH2:24]4)=[CH:18][N:17]=3)[CH2:12][CH2:11]2)=[O:9])=[CH:4][CH:3]=1.[CH3:26][C@@H:27]1[CH2:31][O:30][C:29](=[O:32])[NH:28]1>>[CH:23]1([C:19]2[CH:20]=[C:21]([CH3:22])[C:16]([N:13]3[CH2:14][CH2:15][N:10]([C:8]([C:5]4[N:6]=[N:7][C:2]([N:28]5[C@H:27]([CH3:26])[CH2:31][O:30][C:29]5=[O:32])=[CH:3][CH:4]=4)=[O:9])[CH2:11][CH2:12]3)=[N:17][CH:18]=2)[CH2:25][CH2:24]1. Reported procedure: Using (6-chloropyridazin-3-yl)[4-(5-cyclopropyl-3-methylpyridin-2-yl)piperazin-1-yl]methanone (179 mg) described in Preparation Example 233 and (R)-4-methyloxazolidin-2-one (51 mg) and by the reaction and treatment in the same manner as in Example 1, the title compound (97 mg) was obtained. The reactants are O=C(OCc1ccccc1)N1CCC(Nc2c([N+](=O)[O-])cnc3c2ccn3S(=O)(=O)c2ccccc2)CC1, CC(=O)O, [Zn]. Yields the product Nc1cnc2c(ccn2S(=O)(=O)c2ccccc2)c1NC1CCN(C(=O)OCc2ccccc2)CC1. RXN SMILES: [CH2:1]([c:2]1[cH:3][cH:4][cH:5][cH:6][cH:7]1)[O:8][C:9](=[O:10])[N:11]1[CH2:12][CH2:13][CH:14]([NH:17][c:18]2[c:19]3[c:20]([n:21][cH:22][c:23]2[N+:24]([O-:25])=[O:26])[n:27]([S:30](=[O:31])(=[O:32])[c:33]2[cH:34][cH:35][cH:36][cH:37][cH:38]2)[cH:28][cH:29]3)[CH2:15][CH2:16]1.[CH3:39][C:40](=[O:41])[OH:42].[Zn:43]>>[CH2:1]([c:2]1[cH:3][cH:4][cH:5][cH:6][cH:7]1)[O:8][C:9](=[O:10])[N:11]1[CH2:12][CH2:13][CH:14]([NH:17][c:18]2[c:19]3[c:20]([n:21][cH:22][c:23]2[NH2:24])[n:27]([S:30](=[O:31])(=[O:32])[c:33]2[cH:34][cH:35][cH:36][cH:37][cH:38]2)[cH:28][cH:29]3)[CH2:15][CH2:16]1.